This data is from the Open Reaction Database (ORD), a public repository of structured organic reaction records. The task is: describe an organic reaction: reactants, conditions, products, and yield The reactants are CCOC(C)=O, CC1COCCN1c1cc(C(C)(C)S(=O)(=O)c2ccc(Cl)cc2)nc(-c2ccc(N)cc2)n1, O=C(Cl)Oc1ccccc1, [Na+], C1COCCO1, O=C([O-])O. Product: CC1COCCN1c1cc(C(C)(C)S(=O)(=O)c2ccc(Cl)cc2)nc(-c2ccc(NC(=O)Oc3ccccc3)cc2)n1. As a reaction SMILES: [CH3:55][CH2:56][O:57][C:58](=[O:59])[CH3:60].[Cl:11][c:12]1[cH:13][cH:14][c:15]([S:18](=[O:19])(=[O:20])[C:21]([CH3:22])([CH3:23])[c:24]2[n:25][c:26](-[c:37]3[cH:38][cH:39][c:40]([NH2:41])[cH:42][cH:43]3)[n:27][c:28]([N:30]3[CH:31]([CH3:36])[CH2:32][O:33][CH2:34][CH2:35]3)[cH:29]2)[cH:16][cH:17]1.[Cl:1][C:2](=[O:3])[O:4][c:5]1[cH:6][cH:7][cH:8][cH:9][cH:10]1.[Na+:44].[O:49]1[CH2:50][CH2:51][O:52][CH2:53][CH2:54]1.[OH:45][C:46](=[O:47])[O-:48]>>[C:2](=[O:3])([O:4][c:5]1[cH:6][cH:7][cH:8][cH:9][cH:10]1)[NH:41][c:40]1[cH:39][cH:38][c:37](-[c:26]2[n:25][c:24]([C:21]([S:18]([c:15]3[cH:14][cH:13][c:12]([Cl:11])[cH:17][cH:16]3)(=[O:19])=[O:20])([CH3:22])[CH3:23])[cH:29][c:28]([N:30]3[CH:31]([CH3:36])[CH2:32][O:33][CH2:34][CH2:35]3)[n:27]2)[cH:43][cH:42]1. Reactants: O=C([O-])[O-], CO, O=C(NCC1CN(Cc2ccc(Cl)c(Cl)c2)CCO1)C(F)(F)F, [K+], [K+], O. Product: NCC1CN(Cc2ccc(Cl)c(Cl)c2)CCO1. RXN SMILES: [C:24](=[O:25])([O-:26])[O-:27].[CH3:30][OH:31].[Cl:1][c:2]1[cH:3][c:4]([CH2:5][N:6]2[CH2:7][CH:8]([CH2:12][NH:13][C:14](=[O:15])[C:16]([F:17])([F:18])[F:19])[O:9][CH2:10][CH2:11]2)[cH:20][cH:21][c:22]1[Cl:23].[K+:28].[K+:29].[OH2:32]>>[Cl:1][c:2]1[cH:3][c:4]([CH2:5][N:6]2[CH2:7][CH:8]([CH2:12][NH2:13])[O:9][CH2:10][CH2:11]2)[cH:20][cH:21][c:22]1[Cl:23]. Reactants: CN(Cc1ccccc1)S(=O)(=O)c1ccc2c(c1)C(=O)C(=O)N2, OCCCO, O, Cc1ccc(S(=O)(=O)O)cc1, c1ccccc1. Product: CN(Cc1ccccc1)S(=O)(=O)c1ccc2c(c1)C1(OCCCO1)C(=O)N2. Reaction SMILES: [CH2:1]([c:2]1[cH:3][cH:4][cH:5][cH:6][cH:7]1)[N:8]([S:9](=[O:10])(=[O:11])[c:12]1[cH:13][c:14]2[c:18]([cH:19][cH:20]1)[NH:17][C:16](=[O:21])[C:15]2=[O:22])[CH3:23].[CH2:24]([CH2:25][CH2:26][OH:27])[OH:28].[OH2:29].[c:30]1([CH3:31])[cH:32][cH:33][c:34]([S:35]([OH:36])(=[O:37])=[O:38])[cH:39][cH:40]1.[cH:41]1[cH:42][cH:43][cH:44][cH:45][cH:46]1>>[CH2:1]([c:2]1[cH:3][cH:4][cH:5][cH:6][cH:7]1)[N:8]([S:9](=[O:10])(=[O:11])[c:12]1[cH:13][c:14]2[c:18]([cH:19][cH:20]1)[NH:17][C:16](=[O:21])[C:15]21[O:22][CH2:24][CH2:25][CH2:26][O:27]1)[CH3:23]. Starting materials: [Br-], C[Mg+], C[Si](C)(C)CCOCn1ccc2cc(C(F)(F)F)cc(C=O)c21, C1CCOC1. The product is CC(O)c1cc(C(F)(F)F)cc2ccn(COCC[Si](C)(C)C)c12. RXN SMILES: [Br-:1].[CH3:2][Mg+:3].[F:4][C:5]([c:6]1[cH:7][c:8]2[cH:9][cH:10][n:11]([CH2:17][O:18][CH2:19][CH2:20][Si:21]([CH3:22])([CH3:23])[CH3:24])[c:12]2[c:13]([CH:15]=[O:16])[cH:14]1)([F:25])[F:26].[O:27]1[CH2:28][CH2:29][CH2:30][CH2:31]1>>[CH3:2][CH:15]([c:13]1[c:12]2[c:8]([cH:7][c:6]([C:5]([F:4])([F:25])[F:26])[cH:14]1)[cH:9][cH:10][n:11]2[CH2:17][O:18][CH2:19][CH2:20][Si:21]([CH3:22])([CH3:23])[CH3:24])[OH:16]. The reactants are CS(=O)(=O)Cl (Methanesulfonyl chloride), C(C)(C)N(CC)C(C)C (diisopropylethylamine), C(C)(C)N(CC)C(C)C (diisopropylethylamine), CS(=O)(=O)Cl (methanesulfonyl chloride), C(C)(=O)OCC[C@H](CCC)NC1=NC(=NC(=C1CC1=C(C=C(C=C1)OCCCO)OC)C)N ((S)-3-(2-amino-5-(4-(3-hydroxypropoxy)-2-methoxybenzyl)-6-m ethylpyrimidin-4-yl-amino)hexyl acetate). Solvent: O (water), C(=O)(O)OC(=O)[O-].[Na+] (sodium hydrogen dicarbonate), C1CCOC1 (THF). Reaction conditions: time 3 hour. Product: C(C)(=O)OCC[C@H](CCC)NC1=NC(=NC(=C1CC1=C(C=C(C=C1)OCCCOS(=O)(=O)C)OC)C)N ((S)-3-(2-amino-5-(2-methoxy-4-(3-(methylsulfonyloxy)propoxy)benzyl)-6-methylpyrimidin-4-ylamino)hexyl acetate). RXN SMILES: [CH3:1][S:2](Cl)(=[O:4])=[O:3].C(N(C(C)C)CC)(C)C.[C:15]([O:18][CH2:19][CH2:20][C@@H:21]([NH:25][C:26]1[C:31]([CH2:32][C:33]2[CH:38]=[CH:37][C:36]([O:39][CH2:40][CH2:41][CH2:42][OH:43])=[CH:35][C:34]=2[O:44][CH3:45])=[C:30]([CH3:46])[N:29]=[C:28]([NH2:47])[N:27]=1)[CH2:22][CH2:23][CH3:24])(=[O:17])[CH3:16]>C1COCC1.O.C(OC([O-])=O)(O)=O.[Na+]>[C:15]([O:18][CH2:19][CH2:20][C@@H:21]([NH:25][C:26]1[C:31]([CH2:32][C:33]2[CH:38]=[CH:37][C:36]([O:39][CH2:40][CH2:41][CH2:42][O:43][S:2]([CH3:1])(=[O:4])=[O:3])=[CH:35][C:34]=2[O:44][CH3:45])=[C:30]([CH3:46])[N:29]=[C:28]([NH2:47])[N:27]=1)[CH2:22][CH2:23][CH3:24])(=[O:17])[CH3:16] |f:5.6|. Procedure: Methanesulfonyl chloride (0.083 mL) was added to a solution of diisopropylethylamine (0.279 mL) and the product from step (iv) (0.246 g) in THF (10 mL). The mixture was stirred at RT for 3 h and additional diisopropylethylamine (0.14 mL) and methanesulfonyl chloride (0.042 mL) was added. The mixture was stirred at RT for 2 h, diluted with water and sat. sodium hydrogen dicarbonate and extracted with EtOAc. The combined organic layer was dried and concentrated under reduced pressure to afford the...